Dataset: the Open Reaction Database (ORD), a public repository of structured organic reaction records. Task: describe an organic reaction: reactants, conditions, products, and yield The reactants are BrCCCCBr (1,4-dibromobutane), CN1CCCN(C1=O)C (DMPU), solution, [Li+].CC(C)[N-]C(C)C (LDA), C(C)OC(C(C)C1=CC=CC=C1)=O (2-Phenylpropionic acid ethyl ester). The solvent is C1CCOC1 (THF), C1CCOC1 (THF). Reaction conditions: time 1 hour. Yields the product BrCCCCC(C(=O)OCC)(C1=CC=CC=C1)C (Ethyl 6-Bromo-2-methyl-2-phenylhexanoate). The yield is 99.0%. RXN SMILES: [Li+].CC([N-]C(C)C)C.[CH2:9]([O:11][C:12](=[O:21])[CH:13]([C:15]1[CH:20]=[CH:19][CH:18]=[CH:17][CH:16]=1)[CH3:14])[CH3:10].[Br:22][CH2:23][CH2:24][CH2:25][CH2:26]Br.CN1C(=O)N(C)CCC1>C1COCC1>[Br:22][CH2:23][CH2:24][CH2:25][CH2:26][C:13]([CH3:14])([C:15]1[CH:20]=[CH:19][CH:18]=[CH:17][CH:16]=1)[C:12]([O:11][CH2:9][CH3:10])=[O:21] |f:0.1|. Reported procedure: A solution of LDA (14 mL, 28 mmol, 2.0 M in heptane) was added dropwise to a stirred solution of 202 (5.0 g, 28.06 mmol) in anhydrous THF (50 mL) at −78° C. After 1 h, the reaction mixture was added to a −78° C. cold solution of 1,4-dibromobutane (10.06 g, 23.1 mmol) in THF. After the addition of DMPU (5 mL), the reaction mixture was stirred for 1 h, then warmed to room temperature and stirred overnight. The mixture was poured into saturated aqueous NH4C1 solution (500 mL) and extracted with eth... The reactants are C1=CC=CC=2C3=CC=CC=C3C(C12)COC(=O)N[C@@H](CC1=CC=C(C(=O)OC(C)(C)C)C=C1)C(=O)N1C[Si](C[C@H]1C(N[C@@H]1CCCC2=CC=CC=C12)=O)(C)C (tert-butyl 4-((S)-2-((((9H-fluoren-9-yl)methoxy)carbonyl)amino)-3-((R)-3,3-dimethyl-5-(((R)-1,2,3,4-tetrahydronaphthalen-1-yl)carbamoyl)-1,3-azasilolidin-1-yl)-3-oxopropyl)benzoate), C(=O)(C(F)(F)F)O (TFA). Run in C(Cl)Cl (CH2Cl2). Run at time 4 hour. Yields the product C1=CC=CC=2C3=CC=CC=C3C(C12)COC(=O)N[C@@H](CC1=CC=C(C(=O)O)C=C1)C(=O)N1C[Si](C[C@H]1C(N[C@@H]1CCCC2=CC=CC=C12)=O)(C)C (4-((S)-2-((((9H-Fluoren-9-yl)methoxy)carbonyl)amino)-3-((R)-3,3-dimethyl-5-(((R)-1,2,3,4-tetrahydronaphthalen-1-yl)carbamoyl)-1,3-azasilolidin-1-yl)-3-oxopropyl)benzoic acid). Yield: 97.1%. Reaction SMILES: [CH:1]1[C:13]2[CH:12]([CH2:14][O:15][C:16]([NH:18][C@H:19]([C:34]([N:36]3[C@H:40]([C:41](=[O:53])[NH:42][C@H:43]4[C:52]5[C:47](=[CH:48][CH:49]=[CH:50][CH:51]=5)[CH2:46][CH2:45][CH2:44]4)[CH2:39][Si:38]([CH3:55])([CH3:54])[CH2:37]3)=[O:35])[CH2:20][C:21]3[CH:33]=[CH:32][C:24]([C:25]([O:27]C(C)(C)C)=[O:26])=[CH:23][CH:22]=3)=[O:17])[C:11]3[C:6](=[CH:7][CH:8]=[CH:9][CH:10]=3)[C:5]=2[CH:4]=[CH:3][CH:2]=1.C(O)(C(F)(F)F)=O>C(Cl)Cl>[CH:10]1[C:11]2[CH:12]([CH2:14][O:15][C:16]([NH:18][C@H:19]([C:34]([N:36]3[C@H:40]([C:41](=[O:53])[NH:42][C@H:43]4[C:52]5[C:47](=[CH:48][CH:49]=[CH:50][CH:51]=5)[CH2:46][CH2:45][CH2:44]4)[CH2:39][Si:38]([CH3:54])([CH3:55])[CH2:37]3)=[O:35])[CH2:20][C:21]3[CH:33]=[CH:32][C:24]([C:25]([OH:27])=[O:26])=[CH:23][CH:22]=3)=[O:17])[C:13]3[C:5](=[CH:4][CH:3]=[CH:2][CH:1]=3)[C:6]=2[CH:7]=[CH:8][CH:9]=1. Reported procedure: To a solution of tert-butyl 4-((S)-2-((((9H-fluoren-9-yl)methoxy)carbonyl)amino)-3-((R)-3,3-dimethyl-5-(((R)-1,2,3,4-tetrahydronaphthalen-1-yl)carbamoyl)-1,3-azasilolidin-1-yl)-3-oxopropyl)benzoate (0.17 g, 0.22 mmol) in CH2Cl2 (10 mL) was added TFA (1 mL) at rt. After 4 h, the reaction mixture was concentrated in vacuo to obtain the title compound (150 mg, 82% yield) as a white solid. 1H NMR (400 MHz, CDCl3) δ 12.37 (br. s., 1H), 8.05 (d, J=8.4 Hz, 2H), 7.76 (d, J=7.5 Hz, 2H), 7.56 (dd, J=7.3, ...